This data is from the Open Reaction Database (ORD), a public repository of structured organic reaction records. The task is: describe an organic reaction: reactants, conditions, products, and yield Starting materials: C1[C@@H]([C@@H]([C@H]([C@@H]([C@]1(CO)O)O[C@H]2[C@@H]([C@H]([C@@H]([C@H](O2)CO)O)O)O)O)O)N[C@H]3C=C([C@H]([C@@H]([C@H]3O)O)O)CO (validamycin G). The reagents and catalysts are [Pt]=O (platinum oxide). Product: C1[C@@H]([C@@H]([C@H]([C@@H]([C@]1(CO)O)O)O)O)N (valiolamine). The yield is 27.6%. As a reaction SMILES: [CH2:1]1[C@:6]([OH:9])([CH2:7][OH:8])[C@@H:5]([O:10][C@@H]2O[C@H](CO)[C@@H](O)[C@H](O)[C@H]2O)[C@H:4]([OH:22])[C@@H:3]([OH:23])[C@H:2]1[NH:24][C@@H]1[C@H](O)[C@@H](O)[C@H](O)C(CO)=C1>[Pt]=O>[CH2:1]1[C@:6]([OH:9])([CH2:7][OH:8])[C@@H:5]([OH:10])[C@H:4]([OH:22])[C@@H:3]([OH:23])[C@H:2]1[NH2:24]. Reported procedure: An aqueous solution (30 mL) of validamycin G (106 mg) was submitted to catalytic reduction at room temperature under atmospheric pressure in the presence of platinum oxide (10 mg). The catalyst was removed by filtration and the filtrate was adsorbed onto a column of Amberlite CG-50 (NH4+ form, 30 mL) followed by washing with water and then elution with 0.5N aqueous ammonia. The eluate was concentrated to dryness under reduced pressure, and the residue was dissolved in 1N sulfuric acid (20 mL) an...